From a dataset of the Open Reaction Database (ORD), a public repository of structured organic reaction records. describe an organic reaction: reactants, conditions, products, and yield Starting materials: C(C)OC(=O)C1=C(N=C(S1)NOC(=O)OC(C)(C)C)C (ethyl-2-tert-butoxycarbonyloxyamino-4-methyl-thiazole-5-carboxylate), [OH-].[Na+] (NaOH). Solvent: O1C(CCC1)CO (tetrahydrofuran-methanol). Run at time 24 hour. Yields the product C(C)(C)(C)OC(=O)ONC=1SC(=CN1)C(=O)O (2-tert-butoxycarbonyloxyamino-thiazole-5-carboxylic acid). RXN SMILES: C([O:3][C:4]([C:6]1[S:10][C:9]([NH:11][O:12][C:13]([O:15][C:16]([CH3:19])([CH3:18])[CH3:17])=[O:14])=[N:8][C:7]=1C)=[O:5])C.[OH-].[Na+]>O1CCCC1CO>[C:16]([O:15][C:13]([O:12][NH:11][C:9]1[S:10][C:6]([C:4]([OH:5])=[O:3])=[CH:7][N:8]=1)=[O:14])([CH3:19])([CH3:17])[CH3:18] |f:1.2|. Procedure: A stirred solution of ethyl-2-tert-butoxycarbonyloxyamino-4-methyl-thiazole-5-carboxylate (1.1 g, 4.2 mmol) in tetrahydrofuran-methanol (80 mL, 1:1) was treated with a 6N aq. NaOH solution (20 mL, 120 mmol). The mixture was stirred at rt for 24 h. Most of THF and methanol were removed by distillation under reduced pressure and the aq. Solution was acidified with 6 N aq. HCl solution (22 mL). The precipitated solid was filtered, washed with water and ether, air dried followed by drying in vacuo t... The reactants are ketone, substituted or unsubstituted phenyl methyl ketone, C(C1=CC=CC=C1)#N (benzonitrile), ClC=1C=C(C=CC1)C(=O)C (methyl (3-chlorophenyl) ketone), C[Mg]Br (methylmagnesium bromide), [Br-] (bromide). Run in O1CCCC1 (tetrahydrofuran), O1CCCC1 (tetrahydrofuran). Yields the product C1(=CC=CC=C1)C(C)(C)O (2-phenylpropan-2-ol). As a reaction SMILES: Cl[C:2]1[CH:3]=[C:4]([C:8]([CH3:10])=[O:9])[CH:5]=[CH:6][CH:7]=1.[CH3:11][Mg]Br.C(#N)C1C=CC=CC=1.[Br-]>O1CCCC1>[C:4]1([C:8]([OH:9])([CH3:10])[CH3:11])[CH:5]=[CH:6][CH:7]=[CH:2][CH:3]=1. Procedure details: When n is the bridging group --C(CH3)2 --, an appropriately substituted or unsubstituted phenyl methyl ketone, for example, methyl (3-chlorophenyl) ketone, is prepared by the reaction of methylmagnesium bromide and an appropriate benzonitrile in tetrahydrofuran. The ketone is in turn treated with methylmagnesiun bromide in tetrahydrofuran, yielding the corresponding 2-phenylpropan-2-ol, which is then converted to the 2-bromo-2-phenylpropane by the treatment of the alcohol with lithium bromide an... The reactants are ClCl (chlorine), C25H27Cl2N5O3, ClC=1C=C(C(=O)N[C@@H](C)C2=NC3=C(N2)C=CC(=C3)Cl)C=CC1C(=O)N1C(CCC1)CCC(=O)O (3-chloro-N-[(1S)-1-(5-chloro-1H-benzimidazol-2-yl)ethyl]-4-[(2R/S)-2-(hydroxycarbonylethyl)pyrrolidin-1-ylcarbonyl]benzamide), CN(C)C(=[N+](C)C)ON1C2=C(C=CC=C2)N=N1.[B-](F)(F)(F)F (TBTU), C(C)(C)N(CC)C(C)C (diisopropylethylamine), CN (methylamine). Solvent: ClCCl.C(C)O (dichloromethane ethanol), O1CCCC1 (tetrahydrofuran). Yields the product ClC=1C=C(C(=O)N[C@@H](C)C2=NC3=C(N2)C=CC(=C3)Cl)C=CC1C(=O)N1C(CCC1)CC(NC)=C=O (3-chloro-N-[(1S)-1-(5-chloro-1H-benzimidazol-2-yl)ethyl]-4-[(2R/S)-2-(2-methylamino-carbonylethyl)pyrrolidin-1-ylcarbonyl]benzamide). Yield: 35.0%. Reaction SMILES: [Cl:1][C:2]1[CH:3]=[C:4]([CH:20]=[CH:21][C:22]=1[C:23]([N:25]1[CH2:29][CH2:28][CH2:27][CH:26]1[CH2:30][CH2:31][C:32](O)=[O:33])=[O:24])[C:5]([NH:7][C@H:8]([C:10]1[NH:14][C:13]2[CH:15]=[CH:16][C:17]([Cl:19])=[CH:18][C:12]=2[N:11]=1)[CH3:9])=[O:6].[CH3:35][N:36](C(ON1N=NC2C=CC=CC1=2)=[N+](C)C)C.[B-](F)(F)(F)F.C(N(C(C)C)CC)(C)C.CN.ClCl>O1CCCC1.ClCCl.C(O)C>[Cl:1][C:2]1[CH:3]=[C:4]([CH:20]=[CH:21][C:22]=1[C:23]([N:25]1[CH2:29][CH2:28][CH2:27][CH:26]1[CH2:30][C:31](=[C:32]=[O:33])[NH:36][CH3:35])=[O:24])[C:5]([NH:7][C@H:8]([C:10]1[NH:14][C:13]2[CH:15]=[CH:16][C:17]([Cl:19])=[CH:18][C:12]=2[N:11]=1)[CH3:9])=[O:6] |f:1.2,7.8|. Procedure: Prepared analogously to Example 1g from 3-chloro-N-[(1S)-1-(5-chloro-1H-benzimidazol-2-yl)ethyl]-4-[(2R/S)-2-(hydroxycarbonylethyl)pyrrolidin-1-ylcarbonyl]benzamide, TBTU, diisopropylethylamine, and methylamine in tetrahydrofuran. Yield: 35%; Rf value: 0.38 (silica gel: dichloromethane/ethanol=9:1); C25H27Cl2N5O3 (516.426); mass spectrum: (M+H)+=516/518/520 (chlorine isotope). The reactants are NC[C@H]1CN(C[C@H]1O)CCN1C(C=CC2=CC=C(C=C12)F)=O (1-{2-[(3S,4S)-3-(aminomethyl)-4-hydroxy-1-pyrrolidinyl]ethyl}-7-fluoro-2(1H)-quinolinone), hydrochloride salt, Cl (HCl), O1CCOC=2C=NC(=CC21)C=O (2,3-dihydro[1,4]dioxino[2,3-c]pyridine-7-carboxaldehyde), C(C)(=O)O[BH-](OC(C)=O)OC(C)=O.[Na+] (Sodium triacetoxyborohydride). Run in C(Cl)Cl (DCM), CCOCC (Et2O), CO (methanol). Run at time 1 hour. Product: Cl.Cl.O1CCOC=2C=NC(=CC21)CNC[C@H]2CN(C[C@H]2O)CCN2C(C=CC1=CC=C(C=C21)F)=O (1-[2-((3S,4S)-3-{[(2,3-dihydro[1,4]dioxino[2,3-c]pyridin-7-ylmethyl)amino]methyl}-4-hydroxy-1-pyrrolidinyl)ethyl]-7-fluoro-2(1H)-quinolinone Dihydrochloride). RXN SMILES: [NH2:1][CH2:2][C@@H:3]1[C@H:7]([OH:8])[CH2:6][N:5]([CH2:9][CH2:10][N:11]2[C:20]3[C:15](=[CH:16][CH:17]=[C:18]([F:21])[CH:19]=3)[CH:14]=[CH:13][C:12]2=[O:22])[CH2:4]1.[O:23]1[C:32]2[CH:31]=[C:30]([CH:33]=O)[N:29]=[CH:28][C:27]=2[O:26][CH2:25][CH2:24]1.C(O[BH-](OC(=O)C)OC(=O)C)(=O)C.[Na+].[ClH:49]>CO.CCOCC.C(Cl)Cl>[ClH:49].[ClH:49].[O:23]1[C:32]2[CH:31]=[C:30]([CH2:33][NH:1][CH2:2][C@@H:3]3[C@H:7]([OH:8])[CH2:6][N:5]([CH2:9][CH2:10][N:11]4[C:20]5[C:15](=[CH:16][CH:17]=[C:18]([F:21])[CH:19]=5)[CH:14]=[CH:13][C:12]4=[O:22])[CH2:4]3)[N:29]=[CH:28][C:27]=2[O:26][CH2:25][CH2:24]1 |f:2.3,8.9.10|. Procedure: A solution of 1-{2-[(3S,4S)-3-(aminomethyl)-4-hydroxy-1-pyrrolidinyl]ethyl}-7-fluoro-2(1H)-quinolinone (60 mg; 0.2 mmol) and 2,3-dihydro[1,4]dioxino[2,3-c]pyridine-7-carboxaldehyde (for a synthesis see WO2004058144, Example 2(c) or WO03/087098, Example 19(d)) (32 mg, 0.2 mmol) in methanol (1 mL), DCM (3 mL) was stirred at room temperature overnight. Sodium triacetoxyborohydride (85 mg; 0.4 mmol) was added and the mixture was stirred at room temperature for 1 hour. The reaction was evaporated and...